describe an organic reaction: reactants, conditions, products, and yield From a dataset of the Open Reaction Database (ORD), a public repository of structured organic reaction records. Starting materials: CC1=C(C=CC(=C1)N1CC(CC1)N1[C@@H](CCC1)C)N (2-methyl-4-(2-(R)-methyl-[1,3′]bipyrrolidinyl-1′-yl)-phenylamine), FC1=C(C(=O)Cl)C=CC=C1 (2-fluorobenzoyl chloride). Product: FC1=C(C(=O)NC2=C(C=C(C=C2)N2CC(CC2)N2[C@@H](CCC2)C)C)C=CC=C1 (2-Fluoro-N-[2-methyl-4-(2-(2R)-methyl-[1,3′]bipyrrolidinyl-1′-yl)-phenyl]-benzamide). RXN SMILES: [CH3:1][C:2]1[CH:7]=[C:6]([N:8]2[CH2:12][CH2:11][CH:10]([N:13]3[CH2:17][CH2:16][CH2:15][C@H:14]3[CH3:18])[CH2:9]2)[CH:5]=[CH:4][C:3]=1[NH2:19].[F:20][C:21]1[CH:29]=[CH:28][CH:27]=[CH:26][C:22]=1[C:23](Cl)=[O:24]>>[F:20][C:21]1[CH:29]=[CH:28][CH:27]=[CH:26][C:22]=1[C:23]([NH:19][C:3]1[CH:4]=[CH:5][C:6]([N:8]2[CH2:12][CH2:11][CH:10]([N:13]3[CH2:17][CH2:16][CH2:15][C@H:14]3[CH3:18])[CH2:9]2)=[CH:7][C:2]=1[CH3:1])=[O:24]. Procedure details: The title compound was prepared in a manner substantially the same as Example 1 by coupling 2-methyl-4-(2-(R)-methyl-[1,3′]bipyrrolidinyl-1′-yl)-phenylamine with 2-fluorobenzoyl chloride. LCMS: RT=1.70 minutes, MS: 382 (M+H).